This data is from the Open Reaction Database (ORD), a public repository of structured organic reaction records. The task is: describe an organic reaction: reactants, conditions, products, and yield Reactants: OC(C=1C=CN=C2C=CC(OC)=CC21)C3N4CCC(C3)C(C4)CC, O=C(OC(C)(C)C)N1CC(I)C1. Reagents/catalysts: O=S(=O)(O)O, OO, [Fe].O=S(=O)(O)O.O. Run in O, O=S(C)C. Reaction conditions: temperature 25 celsius, time 0.75 hour. The product is O=C(OC(C)(C)C)N1CC(C2=NC=3C=CC(OC)=CC3C(=C2)C(O)C4N5CCC(C4)C(C5)CC)C1. The yield is 17.0%. Reported procedure: H2O2 (30% in H2O; 0.31 mL, 3.0 mmol) was added dropwise  over  1-2  min  to  a  stirred  solution  of  6-methoxy-4-methylquinoline  4a  (173  mg,  1.0  mmol),  concentrated  H2SO4  (107  μL,  2.0  mmol),  3-iodooxetane  (368  mg,  2.0  mmol)  and  iron(II)  sulfate  heptahydrate (80 mg, 0.3 mmol) in DMSO (10 mL) at room temperature. After 1-2 min a further portion of  iron(II)  sulfate  heptahydrate  (80  mg,  0.3  mmol)  was  added  and  the  mixture  was  stirred  at  room  temperature for 30 ... Starting materials: [OH-].[K+] (KOH), NC1=CC=C(C=C1)C(C)=O (p-aminoacetophenone), NC1=NC(=CC(=N1)Cl)C (2-amino-4-chloro-6-methylpyrimidine), Cl (HCl). The solvent is O (water). Product: C(C)(=O)C1=CC=C(C=C1)NC1=NC(=NC(=C1)C)N (4-(4-acetylphenyl)amino-2-amino-6-methylpyrimidine). The yield is 94.2%. RXN SMILES: [NH2:1][C:2]1[CH:7]=[CH:6][C:5]([C:8](=[O:10])[CH3:9])=[CH:4][CH:3]=1.[NH2:11][C:12]1[N:17]=[C:16](Cl)[CH:15]=[C:14]([CH3:19])[N:13]=1.Cl.[OH-].[K+]>O>[C:8]([C:5]1[CH:6]=[CH:7][C:2]([NH:1][C:16]2[CH:15]=[C:14]([CH3:19])[N:13]=[C:12]([NH2:11])[N:17]=2)=[CH:3][CH:4]=1)(=[O:10])[CH3:9] |f:3.4|. Procedure details: Compound No. 17 (CNI-1794): A suspension of p-aminoacetophenone (1.35 g) and 2-amino-4-chloro-6-methylpyrimidine (1.435 g) in 20 mL water was treated with 0.85 mL conc HCl and heated at reflux for 1 hr. Addition of 20 mL 1N KOH gave a light buff solid, which was filtered out and dried to give 2.28 g 4-(4-acetylphenyl)amino-2-amino-6-methylpyrimidine, mp 194-196° C. Of this, 1.21 g was treated with methyl iodide (3 mL) in dimethylformamide (15 mL) at room temperature for 42 hr. Dilution with ethy... Solvent: CCOC(=O)C (EtOAc), CN(C)C=O (DMF). Yields the product CC=1C(=NC=CC1)N1C(C=2C(C1=O)=CC=CC2)=O (3-Methyl-2-(phthalimidyl)pyridine). Reactants: C(=O)(OCC)C1=C2C(C(=O)NC2=O)=CC=C1 (carboethoxy-phthalimide), NC1=NC=CC=C1C (2-Amino-3-picoline), TEA. Procedure: 2-Amino-3-picoline (1.00 mL, 8.62 mmol) was dissolved in DMF (30 mL) at 23° C., and treated with solid carboethoxy-phthalimide (1.89 g, 8.64 mmol), followed by TEA (1.44 mL, 10.3 mmol). The resulting solution was stirred at 23° C. for 15 h. After 15 h, the mixture was diluted with EtOAc (50 mL), and washed with saturated NaCl (1×50 mL), H2O (1×50 mL), dried (MgSO4), and concentrated in vacuo to a yellow solid. Purification over silica gel (0 to 50% EtOAc/Hexanes) provided the title compound as a... RXN SMILES: [NH2:1][C:2]1[C:7]([CH3:8])=[CH:6][CH:5]=[CH:4][N:3]=1.[C:9]([C:14]1[CH:24]=[CH:23][CH:22]=[C:16]2C(N[C:20](=[O:21])[C:15]=12)=O)(OCC)=[O:10]>CN(C=O)C.CCOC(C)=O>[CH3:8][C:7]1[C:2]([N:1]2[C:9](=[O:10])[C:14]3=[CH:24][CH:23]=[CH:22][CH:16]=[C:15]3[C:20]2=[O:21])=[N:3][CH:4]=[CH:5][CH:6]=1. Run at temperature 23 celsius, time 15 hour. Reactants: ClCCl, CNC, O=C(Cl)C1(CCCCl)CC=CCC1c1ccccc1. Product: CN(C)C(=O)C1(CCCCl)CC=CCC1c1ccccc1. Reaction SMILES: [CH2:23]([Cl:24])[Cl:25].[CH3:20][NH:21][CH3:22].[Cl:1][CH2:2][CH2:3][CH2:4][C:5]1([C:17](=[O:18])[Cl:19])[CH2:6][CH:7]=[CH:8][CH2:9][CH:10]1[c:11]1[cH:12][cH:13][cH:14][cH:15][cH:16]1>>[Cl:1][CH2:2][CH2:3][CH2:4][C:5]1([C:17](=[O:18])[N:21]([CH3:20])[CH3:22])[CH2:6][CH:7]=[CH:8][CH2:9][CH:10]1[c:11]1[cH:12][cH:13][cH:14][cH:15][cH:16]1. Reactants: CO, O=C(NC1CCCCC1)c1n[nH]c2ccc([N+](=O)[O-])cc12, O=C[O-], ClCCl, [NH4+], [OH-], [OH-], O, [Pd+2]. The product is Nc1ccc2[nH]nc(C(=O)NC3CCCCC3)c2c1. RXN SMILES: [CH3:22][OH:23].[CH:1]1([NH:7][C:8](=[O:9])[c:10]2[n:11][nH:12][c:13]3[cH:14][cH:15][c:16]([N+:19]([O-:20])=[O:21])[cH:17][c:18]23)[CH2:2][CH2:3][CH2:4][CH2:5][CH2:6]1.[CH:24]([O-:25])=[O:26].[Cl:28][CH2:29][Cl:30].[NH4+:27].[OH-:31].[OH-:33].[OH2:34].[Pd+2:32]>>[CH:1]1([NH:7][C:8](=[O:9])[c:10]2[n:11][nH:12][c:13]3[cH:14][cH:15][c:16]([NH2:19])[cH:17][c:18]23)[CH2:2][CH2:3][CH2:4][CH2:5][CH2:6]1.